Dataset: the Open Reaction Database (ORD), a public repository of structured organic reaction records. Task: describe an organic reaction: reactants, conditions, products, and yield Reactants: O (water), C(=O)([O-])[O-].[K+].[K+] (K2CO3), C1(=CC=CC=C1)C1=CC(=NO1)COS(=O)(=O)C (methanesulfonic acid 5-phenyl-isoxazol-3-ylmethyl ester), Cl.NCC(=O)N1CCN(CC1)C(C1=C(C=CC=C1)C(F)(F)F)=O (2-amino-1-[4-(2-trifluoromethyl-benzoyl)-piperazin-1-yl]-ethanone hydrochloride salt). Solvent: CN(C)C=O (DMF). Run at temperature 40 celsius. Product: C1(=CC=CC=C1)C1=CC(=NO1)CNCC(=O)N1CCN(CC1)C(C1=C(C=CC=C1)C(F)(F)F)=O (2-[(5-phenyl-isoxazol-3-ylmethyl)-amino]-1-[4-(2-trifluoromethyl-benzoyl)-piperazin-1-yl]-ethanone). Isolated yield 9.3%. Reaction SMILES: C([O-])([O-])=O.[K+].[K+].[C:7]1([C:13]2[O:17][N:16]=[C:15]([CH2:18]OS(C)(=O)=O)[CH:14]=2)[CH:12]=[CH:11][CH:10]=[CH:9][CH:8]=1.Cl.[NH2:25][CH2:26][C:27]([N:29]1[CH2:34][CH2:33][N:32]([C:35](=[O:46])[C:36]2[CH:41]=[CH:40][CH:39]=[CH:38][C:37]=2[C:42]([F:45])([F:44])[F:43])[CH2:31][CH2:30]1)=[O:28].O>CN(C=O)C>[C:7]1([C:13]2[O:17][N:16]=[C:15]([CH2:18][NH:25][CH2:26][C:27]([N:29]3[CH2:30][CH2:31][N:32]([C:35](=[O:46])[C:36]4[CH:41]=[CH:40][CH:39]=[CH:38][C:37]=4[C:42]([F:45])([F:43])[F:44])[CH2:33][CH2:34]3)=[O:28])[CH:14]=2)[CH:8]=[CH:9][CH:10]=[CH:11][CH:12]=1 |f:0.1.2,4.5|. Procedure details: K2CO3 (201 mg, 1.46 mmol) was added to a stirred solution of methanesulfonic acid 5-phenyl-isoxazol-3-ylmethyl ester (200 mg, 0.73 mmol) and 2-amino-1-[4-(2-trifluoromethyl-benzoyl)-piperazin-1-yl]-ethanone hydrochloride salt (257 mg, 0.73 mmol) in DMF (4 mL). The resulting mixture was heated at 40° C. for 1 hr. Cold water was then added and the resulting precipitate was isolated by filtration. The crude solid was purified by column chromatography using (silica gel of 60-120 mesh and 2% MeOH in ... Reactants: C1=NC=CC=2C(=CC=CC12)S(=O)(=O)N1CC(CC1)O (1-(5-isoquinolinesulfonyl)-3-hydroxypyrrolidine), C(C(=O)Cl)(=O)Cl (oxalyl chloride), CS(=O)C (dimethylsulfoxide), Cl.C1(=NC=CC2=CC=CC=C12)S(=O)(=O)Cl (1-isoquinolinesulfonyl chloride hydrochloride). The solvent is ClCCl (dichloromethane). The product is C1=NC=CC=2C(=CC=CC12)S(=O)(=O)N1CC(CC1)=O (1-(5-isoquinolinesulfonyl)-3-pyrrolidone). As a reaction SMILES: Cl.C1(S(Cl)(=O)=O)C2C(=CC=CC=2)C=CN=1.[CH:16]1[C:25]2[CH:24]=[CH:23][CH:22]=[C:21]([S:26]([N:29]3[CH2:33][CH2:32][CH:31]([OH:34])[CH2:30]3)(=[O:28])=[O:27])[C:20]=2[CH:19]=[CH:18][N:17]=1.C(Cl)(=O)C(Cl)=O.CS(C)=O>ClCCl>[CH:16]1[C:25]2[CH:24]=[CH:23][CH:22]=[C:21]([S:26]([N:29]3[CH2:33][CH2:32][C:31](=[O:34])[CH2:30]3)(=[O:27])=[O:28])[C:20]=2[CH:19]=[CH:18][N:17]=1 |f:0.1|. Procedure: Substantially the same procedures as in Example 1 were repeated except that 2.64 g of 1-isoquinolinesulfonyl chloride hydrochloride was used in place of 6.0 g of 1-chloro-5-isoquinolinesulfonyl chloride hydrochloride and that 2.22 g of the thus obtained 1-(5-isoquinolinesulfonyl)-3-hydroxypyrrolidine was reacted in dichloromethane with 1.08 g of oxalyl chloride and 0.67 g of dimethylsulfoxide. There was obtained 1-(5-isoquinolinesulfonyl)-3-pyrrolidone. The reactants are BrC1=CC=2N(C(=C1)N)N=C(N2)C=2OC=CC2 (7-bromo-2-furan-2-yl-[1,2,4]triazolo[1,5-a]pyridin-5-ylamine), CC1=CC=C(C=C1)O (p-methyl-phenol), CSCO3. Run in CN1C(CCC1)=O (N-methyl-pyrrolidon). Yields the product O1C(=CC=C1)C1=NN2C(C=C(C=C2N)OC2=CC=C(C=C2)C)=N1 (2-Furan-2-yl-7-p-tolyloxy-[1,2,4]triazolo[1,5-a]pyridin-5-ylamine). RXN SMILES: Br[C:2]1[CH:7]=[C:6]([NH2:8])[N:5]2[N:9]=[C:10]([C:12]3[O:13][CH:14]=[CH:15][CH:16]=3)[N:11]=[C:4]2[CH:3]=1.[CH3:17][C:18]1[CH:23]=[CH:22][C:21]([OH:24])=[CH:20][CH:19]=1>CN1CCCC1=O>[O:13]1[CH:14]=[CH:15][CH:16]=[C:12]1[C:10]1[N:11]=[C:4]2[CH:3]=[C:2]([O:24][C:21]3[CH:22]=[CH:23][C:18]([CH3:17])=[CH:19][CH:20]=3)[CH:7]=[C:6]([NH2:8])[N:5]2[N:9]=1. Reported procedure: A mixture of 1 eq. 7-bromo-2-furan-2-yl-[1,2,4]triazolo[1,5-a]pyridin-5-ylamine, 5 eq. p-methyl-phenol and a catalytic amount of CSCO3 in 200 μl N-methyl-pyrrolidon was heated for 2 h to 160°. The mixture was, after filtration, purified with reversed phase column chromatography eluting with an acetonitrile/water gradient yielding the title compound, MS m/e (%): 306 M+H+ (100%). The reactants are OC1CN(CCC1C1=CC=C(C=C1)OC)C(=O)OCC1=CC=CC=C1 (benzyl 3-hydroxy-4-(4-methoxyphenyl)piperidine-1-carboxylate), ClCC=1C=CC2=C(N(C(C(O2)(C)C)=O)CCCOC)C1 (6-chloromethyl-4-(3-methoxypropyl)-2,2-dimethyl-4H-benzo[1,4]oxazin-3-one). Product: COC1=CC=C(C=C1)C1C(CN(CC1)C(=O)OCC1=CC=CC=C1)OCC=1C=CC2=C(N(C(C(O2)(C)C)=O)CCCOC)C1 (Benzyl 4-(4-methoxyphenyl)-3-[4-(3-methoxypropyl)-2,2-dimethyl-3-oxo-3,4-dihydro-2H-benzo[1,4]oxazin-6-ylmethoxy]piperidine-1-carboxylate). Reaction SMILES: [OH:1][CH:2]1[CH:7]([C:8]2[CH:13]=[CH:12][C:11]([O:14][CH3:15])=[CH:10][CH:9]=2)[CH2:6][CH2:5][N:4]([C:16]([O:18][CH2:19][C:20]2[CH:25]=[CH:24][CH:23]=[CH:22][CH:21]=2)=[O:17])[CH2:3]1.Cl[CH2:27][C:28]1[CH:29]=[CH:30][C:31]2[O:36][C:35]([CH3:38])([CH3:37])[C:34](=[O:39])[N:33]([CH2:40][CH2:41][CH2:42][O:43][CH3:44])[C:32]=2[CH:45]=1>>[CH3:15][O:14][C:11]1[CH:10]=[CH:9][C:8]([CH:7]2[CH2:6][CH2:5][N:4]([C:16]([O:18][CH2:19][C:20]3[CH:21]=[CH:22][CH:23]=[CH:24][CH:25]=3)=[O:17])[CH2:3][CH:2]2[O:1][CH2:27][C:28]2[CH:29]=[CH:30][C:31]3[O:36][C:35]([CH3:38])([CH3:37])[C:34](=[O:39])[N:33]([CH2:40][CH2:41][CH2:42][O:43][CH3:44])[C:32]=3[CH:45]=2)=[CH:13][CH:12]=1. Reported procedure: Analogously to Method D, 0.500 g of benzyl 3-hydroxy-4-(4-methoxyphenyl)piperidine-1-carboxylate and 0.505 g of 6-chloromethyl-4-(3-methoxypropyl)-2,2-dimethyl-4H-benzo[1,4]oxazin-3-one are reacted. The title compound is obtained as an orange oil. Rf=0.17 (1:1 EtOAc-heptane); Rt=5.51. Reactants: COC1=C(OCC2OC2)C=CC=C1 ([(2-methoxyphenoxy)methyl]oxirane), ClC=1C=CC2=C(N(C(N2)=O)CC2CNCCC2)C1 (6-chloro-1,3-dihydro-1-(3-piperidinylmethyl)-2H-benzimidazol-2-one). Run in CC(C)O (2-propanol). Yields the product ClC=1C=CC2=C(N(C(N2)=O)CC2CN(CCC2)CC(COC2=C(C=CC=C2)OC)O)C1 (6-chloro-1,3-dihydro-1-{1-[2-hydroxy-3-(2-methoxyphenoxy)propyl]-3-piperidinylmethyl}-2H-benzimidazol-2-one). Isolated yield 28.0%. RXN SMILES: [CH3:1][O:2][C:3]1[CH:13]=[CH:12][CH:11]=[CH:10][C:4]=1[O:5][CH2:6][CH:7]1[CH2:9][O:8]1.[Cl:14][C:15]1[CH:16]=[CH:17][C:18]2[NH:22][C:21](=[O:23])[N:20]([CH2:24][CH:25]3[CH2:30][CH2:29][CH2:28][NH:27][CH2:26]3)[C:19]=2[CH:31]=1>CC(O)C>[Cl:14][C:15]1[CH:16]=[CH:17][C:18]2[NH:22][C:21](=[O:23])[N:20]([CH2:24][CH:25]3[CH2:30][CH2:29][CH2:28][N:27]([CH2:9][CH:7]([OH:8])[CH2:6][O:5][C:4]4[CH:10]=[CH:11][CH:12]=[CH:13][C:3]=4[O:2][CH3:1])[CH2:26]3)[C:19]=2[CH:31]=1. Reported procedure: A mixture of 4 parts of [(2-methoxyphenoxy)methyl]oxirane, 5.3 parts of 6-chloro-1,3-dihydro-1-(3-piperidinylmethyl)-2H-benzimidazol-2-one and 120 parts of 2-propanol is stirred and refluxed for 5 hours. The reaction mixture is cooled and evaporated. The residue is purified by column-chromatography over silica gel using a mixture of trichloromethane and methanol (90:10 by volume) as eluent. The pure fractions are collected and the eluent is evaporated. The residue is crystallized from 4-methyl-2...